This data is from the Open Reaction Database (ORD), a public repository of structured organic reaction records. The task is: describe an organic reaction: reactants, conditions, products, and yield Starting materials: COc1cccc(CBr)c1, O=C([O-])[O-], COC(=O)c1cccc(O)c1C(=O)OC, CC(C)=O, [K+], [K+]. Yields the product COC(=O)c1cccc(OCc2cccc(OC)c2)c1C(=O)OC. Reaction SMILES: [Br:22][CH2:23][c:24]1[cH:25][c:26]([O:30][CH3:31])[cH:27][cH:28][cH:29]1.[C:16](=[O:17])([O-:18])[O-:19].[CH3:1][O:2][C:3]([c:4]1[c:5]([C:6](=[O:7])[O:8][CH3:9])[c:10]([OH:14])[cH:11][cH:12][cH:13]1)=[O:15].[CH3:32][C:33](=[O:34])[CH3:35].[K+:20].[K+:21]>>[CH3:1][O:2][C:3]([c:4]1[c:5]([C:6](=[O:7])[O:8][CH3:9])[c:10]([O:14][CH2:23][c:24]2[cH:25][c:26]([O:30][CH3:31])[cH:27][cH:28][cH:29]2)[cH:11][cH:12][cH:13]1)=[O:15]. Reactants: FC(S(=O)(=O)OC=1C=NC=CC1)(F)F (3-(Trifluoromethylsulfonyloxy)-pyridine), FC(S(=O)(=O)OC=1C=C(C=CC1)CC(=O)OCC)(F)F (ethyl m-(trifluoromethanesulfonyloxy)-phenylacetate), C[Sn](C)C.C[Sn](C)C (hexamethylditin), [Cl-].[Li+] (lithium chloride). The reagents and catalysts are [Pd].C1(=CC=CC=C1)P(C1=CC=CC=C1)C1=CC=CC=C1.C1(=CC=CC=C1)P(C1=CC=CC=C1)C1=CC=CC=C1.C1(=CC=CC=C1)P(C1=CC=CC=C1)C1=CC=CC=C1.C1(=CC=CC=C1)P(C1=CC=CC=C1)C1=CC=CC=C1 (tetrakis-(triphenylphosphine)-palladium). Product: N1=CC(=CC=C1)C=1C=C(C=CC1)CC(=O)OCC (ethyl m-(3-pyridyl)-phenylacetate). Reaction SMILES: FC(F)(F)S(O[C:7]1[CH:8]=[N:9][CH:10]=[CH:11][CH:12]=1)(=O)=O.FC(F)(F)S(O[C:21]1[CH:22]=[C:23]([CH2:27][C:28]([O:30][CH2:31][CH3:32])=[O:29])[CH:24]=[CH:25][CH:26]=1)(=O)=O.C[Sn](C)C.C[Sn](C)C.[Cl-].[Li+]>[Pd].C1(P(C2C=CC=CC=2)C2C=CC=CC=2)C=CC=CC=1.C1(P(C2C=CC=CC=2)C2C=CC=CC=2)C=CC=CC=1.C1(P(C2C=CC=CC=2)C2C=CC=CC=2)C=CC=CC=1.C1(P(C2C=CC=CC=2)C2C=CC=CC=2)C=CC=CC=1>[N:9]1[CH:10]=[CH:11][CH:12]=[C:7]([C:25]2[CH:24]=[C:23]([CH2:27][C:28]([O:30][CH2:31][CH3:32])=[O:29])[CH:22]=[CH:21][CH:26]=2)[CH:8]=1 |f:2.3,4.5,6.7.8.9.10,^1:35,39|. Procedure: 3-(Trifluoromethylsulfonyloxy)-pyridine is condensed with ethyl m-(trifluoromethanesulfonyloxy)-phenylacetate in the presence of hexamethylditin, lithium chloride and tetrakis-(triphenylphosphine)-palladium to obtain ethyl m-(3-pyridyl)-phenylacetate. The product is alkylated with 1-bromo-4-chlorobutane to obtain the alpha-(4-chlorobutyl)substituted phenylacetic acid ester. The ester is then reduced to the aldehyde which is condensed with e.g. methyl(triphenylphosphoranylidene)-acetate. The resu... Reactants: COC(=O)c1cc(F)cc([N+](=O)[O-])c1C#Cc1ccc(CN(C)C(=O)OC)cc1, CO, [Cl-], Cl, [Fe], [NH4+]. Product: COC(=O)c1cc(F)cc(N)c1C#Cc1ccc(CN(C)C(=O)OC)cc1. Reaction SMILES: [CH3:1][O:2][C:3]([c:4]1[c:5]([C:14]#[C:15][c:16]2[cH:17][cH:18][c:19]([CH2:22][N:23]([CH3:24])[C:25](=[O:26])[O:27][CH3:28])[cH:20][cH:21]2)[c:6]([N+:11]([O-:12])=[O:13])[cH:7][c:8]([F:10])[cH:9]1)=[O:29].[CH3:33][OH:34].[Cl-:30].[ClH:32].[Fe:35].[NH4+:31]>>[CH3:1][O:2][C:3]([c:4]1[c:5]([C:14]#[C:15][c:16]2[cH:17][cH:18][c:19]([CH2:22][N:23]([CH3:24])[C:25](=[O:26])[O:27][CH3:28])[cH:20][cH:21]2)[c:6]([NH2:11])[cH:7][c:8]([F:10])[cH:9]1)=[O:29]. The reactants are BrC=1C=C(C=CC1O)CC(=O)OCC (ethyl 2-(3-bromo-4-hydroxyphenyl)acetate), C([O-])([O-])=O.[K+].[K+] (potassium carbonate). Yields the product C(C1=CC=CC=C1)OC1=C(C=C(C=C1)CC(=O)OCC)Br (ethyl 2-(4-(benzyloxy)-3-bromophenyl)acetate). The solvent is C(C)O (ethanol). As a reaction SMILES: [Br:1][C:2]1[CH:3]=[C:4]([CH2:9][C:10]([O:12][CH2:13][CH3:14])=[O:11])[CH:5]=[CH:6][C:7]=1[OH:8].C(=O)([O-])[O-].[K+].[K+]>C(O)C>[CH2:9]([O:8][C:7]1[CH:6]=[CH:5][C:4]([CH2:9][C:10]([O:12][CH2:13][CH3:14])=[O:11])=[CH:3][C:2]=1[Br:1])[C:4]1[CH:5]=[CH:6][CH:7]=[CH:2][CH:3]=1 |f:1.2.3|. Isolated yield 164.0%. Procedure details: A solution of Example 35a (2.011 mL, 16.90 mmol), and potassium carbonate (5.84 g, 42.3 mmol) in ethanol (100 mL) was refluxed for 2 hours, cooled, concentrated and the residue was partitioned with ethyl acetate and water. The organic layer was washed with brine, dried (Na2SO4), filtered and concentrated. Purification of the residue by chromatography (silica gel, 0-20% ethyl acetate in hexane) afforded the title compound (4.84 g, 98%).